From a dataset of the Open Reaction Database (ORD), a public repository of structured organic reaction records. describe an organic reaction: reactants, conditions, products, and yield Reactants: ClC=1C(=NC=C(C1)Cl)COC1=CC(=NC=C1)Cl (3,5-Dichloro-2-((2-chloropyridin-4-yloxy)methyl)pyridine), C(C)(=O)[O-].[NH4+] (ammonium acetate). Solvent: C(=O)O (formic acid), O (water). Yields the product ClC=1C(=NC=C(C1)Cl)COC1=CC(NC=C1)=O (4((3,5-Dichloropyridin-2-yl)methoxy)pyridin-2(1H)-one). Yield: 83.3%. As a reaction SMILES: [Cl:1][C:2]1[C:3]([CH2:9][O:10][C:11]2[CH:16]=[CH:15][N:14]=[C:13](Cl)[CH:12]=2)=[N:4][CH:5]=[C:6]([Cl:8])[CH:7]=1.C([O-])(=[O:20])C.[NH4+]>C(O)=O.O>[Cl:1][C:2]1[C:3]([CH2:9][O:10][C:11]2[CH:16]=[CH:15][NH:14][C:13](=[O:20])[CH:12]=2)=[N:4][CH:5]=[C:6]([Cl:8])[CH:7]=1 |f:1.2|. Reported procedure: 3,5-Dichloro-2-((2-chloropyridin-4-yloxy)methyl)pyridine (1.15 g, 4.03 mmol) and ammonium acetate (1.55 g, 20.0 mmol) were heated to 110° C. in a mixture of formic acid (20 mL) and water (20 mL) for 5 days. The mixture was concentrated to remove most of the liquid and then adjusted to pH 8 with NaHCO3 solution. The solid was filtered off to provide the title compound (910 mg, 82%) as a tan solid: 1H NMR (300 MHz, DMSO-d6) δ 11.1 (br s, 1H), 8.66 (d, J=2.1 Hz, 1H), 8.34 (d, J=2.1 Hz, 1H), 7.25 (d... Starting materials: ClC1=C(C(=NC=C1)N1C(C2=CC=3CC(CC3N2CC1)(C)C)=O)C=O (4-Chloro-2-{4,4-dimethyl-9-oxo-1,10-diazatricyclo[6.4.0.02,6]dodeca-2(6),7-dien-10-yl}pyridine-3-carbaldehyde), CN1C(C(=CC(=C1)B1OC(C(O1)(C)C)(C)C)NC1=NC=C(C=C1)N1CCN(CC1)C1COC1)=O (1-methyl-3-(5-(4-(oxetan-3-yl)piperazin-1-yl)pyridin-2-ylamino)-5-(4,4,5,5-tetramethyl-1,3,2-dioxaborolan-2-yl)pyridin-2(1H)-one), [O-]P(=O)([O-])[O-].[K+].[K+].[K+] (K3PO4). The reagents and catalysts are C1=CC=C(C=C1)P([C-]2C=CC=C2)C3=CC=CC=C3.C1=CC=C(C=C1)P([C-]2C=CC=C2)C3=CC=CC=C3.Cl[Pd]Cl.[Fe+2] (Pd(dppf)Cl2). Solvent: O1CCCC1 (tetrahydrofuran). Product: CN1C=C(C=C(C1=O)NC1=NC=C(C=C1)N1CCN(CC1)C1COC1)C1=CC=NC(=C1C=O)N1C(C2=CC=3CC(CC3N2CC1)(C)C)=O (4-(1-Methyl-5-(5-(4-(oxetan-3-yl)piperazin-1-yl)pyridin-2-ylamino)-6-oxo-1,6-dihydropyridin-3-yl)-2-{4,4-dimethyl-9-oxo-1,10-diazatricyclo[6.4.0.02,6]-dodeca-2(6),7-dien-10-yl}nicotinaldehyde). Yield: 60.4%. As a reaction SMILES: Cl[C:2]1[CH:7]=[CH:6][N:5]=[C:4]([N:8]2[CH2:19][CH2:18][N:17]3[C:10](=[CH:11][C:12]4[CH2:13][C:14]([CH3:21])([CH3:20])[CH2:15][C:16]=43)[C:9]2=[O:22])[C:3]=1[CH:23]=[O:24].[CH3:25][N:26]1[CH:31]=[C:30](B2OC(C)(C)C(C)(C)O2)[CH:29]=[C:28]([NH:41][C:42]2[CH:47]=[CH:46][C:45]([N:48]3[CH2:53][CH2:52][N:51]([CH:54]4[CH2:57][O:56][CH2:55]4)[CH2:50][CH2:49]3)=[CH:44][N:43]=2)[C:27]1=[O:58].[O-]P([O-])([O-])=O.[K+].[K+].[K+]>C1C=CC(P(C2C=CC=CC=2)[C-]2C=CC=C2)=CC=1.C1C=CC(P(C2C=CC=CC=2)[C-]2C=CC=C2)=CC=1.Cl[Pd]Cl.[Fe+2].O1CCCC1>[CH3:25][N:26]1[C:27](=[O:58])[C:28]([NH:41][C:42]2[CH:47]=[CH:46][C:45]([N:48]3[CH2:53][CH2:52][N:51]([CH:54]4[CH2:55][O:56][CH2:57]4)[CH2:50][CH2:49]3)=[CH:44][N:43]=2)=[CH:29][C:30]([C:2]2[C:3]([CH:23]=[O:24])=[C:4]([N:8]3[CH2:19][CH2:18][N:17]4[C:10](=[CH:11][C:12]5[CH2:13][C:14]([CH3:21])([CH3:20])[CH2:15][C:16]=54)[C:9]3=[O:22])[N:5]=[CH:6][CH:7]=2)=[CH:31]1 |f:2.3.4.5,6.7.8.9|. Reported procedure: A 100-mL single-neck round-bottomed flask equipped with a magnetic stirrer and a reflux condenser was charged with 4-chloro-2-{4,4-dimethyl-9-oxo-1,10-diaza-tricyclo[6.4.0.02,6]dodeca-2(6),7-dien-10-yl}pyridine-3-carbaldehyde 108a (350 mg, 1.02 mmol), 1-methyl-3-(5-(4-(oxetan-3-yl)piperazin-1-yl)pyridin-2-ylamino)-5-(4,4,5,5-tetramethyl-1,3,2-dioxaborolan-2-yl)pyridin-2(1H)-one 1011(476 mg, 1.02 mmol), Pd(dppf)Cl2 (83 mg, 0.10 mmol), K3PO4 (526 mg, 3.06 mmol), and tetrahydrofuran (20 mL). After ...